This data is from the Open Reaction Database (ORD), a public repository of structured organic reaction records. The task is: describe an organic reaction: reactants, conditions, products, and yield Reactants: CC(=O)Oc1ccc(C=CC(=O)Cl)cc1, ClC(Cl)Cl, Nc1ccc(C(=O)O)cc1, c1ccncc1. The product is CC(=O)Oc1ccc(C=CC(=O)Nc2ccc(C(=O)O)cc2)cc1. RXN SMILES: [C:11]([CH3:12])(=[O:13])[O:14][c:15]1[cH:16][cH:17][c:18]([CH:19]=[CH:20][C:21](=[O:22])[Cl:23])[cH:24][cH:25]1.[CH:26]([Cl:27])([Cl:28])[Cl:29].[NH2:1][c:2]1[cH:3][cH:4][c:5]([C:8]([OH:9])=[O:10])[cH:6][cH:7]1.[cH:30]1[cH:31][cH:32][n:33][cH:34][cH:35]1>>[NH:1]([c:2]1[cH:3][cH:4][c:5]([C:8]([OH:9])=[O:10])[cH:6][cH:7]1)[C:21]([CH:20]=[CH:19][c:18]1[cH:17][cH:16][c:15]([O:14][C:11]([CH3:12])=[O:13])[cH:25][cH:24]1)=[O:22]. The reactants are B, CCC(C(=O)O)c1ccc(Br)cc1, C1CCOC1, CCOC(C)=O. Product: CCC(CO)c1ccc(Br)cc1. As a reaction SMILES: [BH3:14].[Br:1][c:2]1[cH:3][cH:4][c:5]([CH:8]([C:9](=[O:10])[OH:11])[CH2:12][CH3:13])[cH:6][cH:7]1.[CH2:21]1[O:22][CH2:23][CH2:24][CH2:25]1.[CH3:15][CH2:16][O:17][C:18]([CH3:19])=[O:20]>>[Br:1][c:2]1[cH:3][cH:4][c:5]([CH:8]([CH2:9][OH:10])[CH2:12][CH3:13])[cH:6][cH:7]1. Starting materials: NC1=NC(=C(C(=N1)N)CCCC(C)C1=CC=C(C=C1)OS(=O)(=O)C(F)(F)F)C (2,4-diamino-5-[4-(4-trifluoromethylsulfonyloxyphenyl)pentyl]-6-methylpyrimidine), O (water), FC=1C=C(C=C(C1)F)B(O)O (3,5-difluorophenylboronic acid), C([O-])([O-])=O.[K+].[K+] (potassium carbonate). The reagents and catalysts are C=1C=CC(=CC1)[P](C=2C=CC=CC2)(C=3C=CC=CC3)[Pd]([P](C=4C=CC=CC4)(C=5C=CC=CC5)C=6C=CC=CC6)([P](C=7C=CC=CC7)(C=8C=CC=CC8)C=9C=CC=CC9)[P](C=1C=CC=CC1)(C=1C=CC=CC1)C=1C=CC=CC1 (tetrakis(triphenylphosphine)palladium(0)). Run in CN(C=O)C (N,N-dimethylformamide). Run at temperature 115 celsius. The product is NC1=NC(=C(C(=N1)N)CCCC(C)C1=CC=C(C=C1)C1=CC(=CC(=C1)F)F)C (2,4-diamino-5-[4-[4-(3,5-difluorophenyl)phenyl]pentyl]-6-methylpyrimidine). Isolated yield 26.1%. RXN SMILES: [NH2:1][C:2]1[N:7]=[C:6]([NH2:8])[C:5]([CH2:9][CH2:10][CH2:11][CH:12]([C:14]2[CH:19]=[CH:18][C:17](OS(C(F)(F)F)(=O)=O)=[CH:16][CH:15]=2)[CH3:13])=[C:4]([CH3:28])[N:3]=1.[F:29][C:30]1[CH:31]=[C:32](B(O)O)[CH:33]=[C:34]([F:36])[CH:35]=1.C(=O)([O-])[O-].[K+].[K+].O>CN(C)C=O.C1C=CC([P]([Pd]([P](C2C=CC=CC=2)(C2C=CC=CC=2)C2C=CC=CC=2)([P](C2C=CC=CC=2)(C2C=CC=CC=2)C2C=CC=CC=2)[P](C2C=CC=CC=2)(C2C=CC=CC=2)C2C=CC=CC=2)(C2C=CC=CC=2)C2C=CC=CC=2)=CC=1>[NH2:1][C:2]1[N:7]=[C:6]([NH2:8])[C:5]([CH2:9][CH2:10][CH2:11][CH:12]([C:14]2[CH:15]=[CH:16][C:17]([C:32]3[CH:31]=[C:30]([F:29])[CH:35]=[C:34]([F:36])[CH:33]=3)=[CH:18][CH:19]=2)[CH3:13])=[C:4]([CH3:28])[N:3]=1 |f:2.3.4,^1:55,57,76,95|. Reported procedure: A solution of 2.0 grams (0.005 mole) of 2,4-diamino-5-[4-(4-trifluoromethylsulfonyloxyphenyl)pentyl]-6-methylpyrimidine (prepared in Step K of this Example), 2.4 grams (0.015 mole) of 3,5-difluorophenylboronic acid, and 0.3 gram (catalyst) of tetrakis(triphenylphosphine)palladium(0) in 90 mL of N,N-dimethylformamide was stirred, and 3.5 grams (0.025 mole) of potassium carbonate was added in one portion. Upon completion of addition, the reaction mixture was warmed slowly to 115° C. where it was m... Starting materials: COc1ccc2[nH]cc(CCCCN3CCN(c4ccc5c(c4)CCCO5)CC3)c2c1, Cl, c1ccncc1, c1ccncc1. Product: Oc1ccc2[nH]cc(CCCCN3CCN(c4ccc5c(c4)CCCO5)CC3)c2c1. As a reaction SMILES: [CH3:1][O:2][c:3]1[cH:4][c:5]2[c:6]([CH2:12][CH2:13][CH2:14][CH2:15][N:16]3[CH2:17][CH2:18][N:19]([c:22]4[cH:23][c:24]5[c:29]([cH:30][cH:31]4)[O:28][CH2:27][CH2:26][CH2:25]5)[CH2:20][CH2:21]3)[cH:7][nH:8][c:9]2[cH:10][cH:11]1.[ClH:32].[cH:39]1[cH:40][cH:41][n:42][cH:43][cH:44]1.[n:33]1[cH:34][cH:35][cH:36][cH:37][cH:38]1>>[OH:2][c:3]1[cH:4][c:5]2[c:6]([CH2:12][CH2:13][CH2:14][CH2:15][N:16]3[CH2:17][CH2:18][N:19]([c:22]4[cH:23][c:24]5[c:29]([cH:30][cH:31]4)[O:28][CH2:27][CH2:26][CH2:25]5)[CH2:20][CH2:21]3)[cH:7][nH:8][c:9]2[cH:10][cH:11]1. Reactants: Cl[Si](C)(C)C.O (chlorotrimethylsilane water), Cl.CN(C)C(C1C(CCCC1)(O)CC1=CC(=CC=C1)C(F)(F)F)C=1SC=CC1 (2-[dimethylaminothiophen-2-ylmethyl]-1(3-trifluoromethylbenzyl)cyclohexanol, hydrochloride). Solvent: CC(CC)=O (2-butanone). The product is CN(C)C(C1C(CCCC1)=O)C=1SC=CC1 (2-[dimethylaminothiophen-2-ylmethyl]cyclohexanone). As a reaction SMILES: Cl[Si](C)(C)C.O.Cl.[CH3:8][N:9]([CH:11]([C:30]1[S:31][CH:32]=[CH:33][CH:34]=1)[CH:12]1[CH2:17][CH2:16][CH2:15][CH2:14][C:13]1(CC1C=CC=C(C(F)(F)F)C=1)[OH:18])[CH3:10]>CC(=O)CC>[CH3:10][N:9]([CH:11]([C:30]1[S:31][CH:32]=[CH:33][CH:34]=1)[CH:12]1[CH2:17][CH2:16][CH2:15][CH2:14][C:13]1=[O:18])[CH3:8] |f:0.1,2.3|. Procedure details: 0.31 g (12.6 mmole) of magnesium turnings was stirred in 10 ml of ether of analysis purity. 2.46 g (12.6 mmole) of 3-chloromethylbenzotrifluoride dissolved in 10 ml of ether were added dropwise so that the reaction mixture boiled gently. After completion of the addition the reaction mixture was stirred for a further hour at RT. 2.50 g (10.5 mmole) of the 2-(dimethylaminothiophen-2-ylmethyl)cyclohexanone prepared according to stage 1 were dissolved in 10 ml of ether, added dropwise to the Grignar... Starting materials: C(C)(C)(C)OC(COC=1C=C(C(=O)O)C=CC1Cl)=O (3-(2-tert-butoxy-2-oxoethoxy)-4-chlorobenzoic acid), NC[C@H](CN1CCC(CC1)OC1=C(C(=C(C=C1)Cl)Cl)C)O ((2R)-1-amino-3-[4-(3,4-dichloro-2-methylphenoxy)piperidin-1-yl]propan-2-ol). Product: C(C)(C)(C)OC(COC1=C(C=CC(=C1)C(=O)NC[C@H](CN1CCC(CC1)OC1=C(C(=C(C=C1)Cl)Cl)C)O)Cl)=O (tert-Butyl{2-chloro-5-[({(2R)-3-[4-(3,4-dichloro-2-methylphenoxy)piperidin-1-yl]-2-hydroxypropyl}amino)carbonyl]phenoxy}acetate). RXN SMILES: [C:1]([O:5][C:6](=[O:19])[CH2:7][O:8][C:9]1[CH:10]=[C:11]([CH:15]=[CH:16][C:17]=1[Cl:18])[C:12]([OH:14])=O)([CH3:4])([CH3:3])[CH3:2].[NH2:20][CH2:21][C@@H:22]([OH:40])[CH2:23][N:24]1[CH2:29][CH2:28][CH:27]([O:30][C:31]2[CH:36]=[CH:35][C:34]([Cl:37])=[C:33]([Cl:38])[C:32]=2[CH3:39])[CH2:26][CH2:25]1>>[C:1]([O:5][C:6](=[O:19])[CH2:7][O:8][C:9]1[CH:10]=[C:11]([C:12]([NH:20][CH2:21][C@@H:22]([OH:40])[CH2:23][N:24]2[CH2:29][CH2:28][CH:27]([O:30][C:31]3[CH:36]=[CH:35][C:34]([Cl:37])=[C:33]([Cl:38])[C:32]=3[CH3:39])[CH2:26][CH2:25]2)=[O:14])[CH:15]=[CH:16][C:17]=1[Cl:18])([CH3:2])([CH3:3])[CH3:4]. Procedure: Prepared as for Example 15, Step 2 using 3-(2-tert-butoxy-2-oxoethoxy)-4-chlorobenzoic acid and (2R)-1-amino-3-[4-(3,4-dichloro-2-methylphenoxy)piperidin-1-yl]propan-2-ol to yield the subtitle compound as a colourless oil (0.14 g). Reaction SMILES: Cl[C:2]1[C:11]2[C:6](=[CH:7][CH:8]=[CH:9][CH:10]=2)[CH:5]=[C:4]([NH:12][C:13]2[CH:17]=[C:16]([CH3:18])[NH:15][N:14]=2)[N:3]=1.[S:19]1[CH:23]=[CH:22][C:21](B(O)O)=[CH:20]1>>[CH3:18][C:16]1[NH:15][N:14]=[C:13]([NH:12][C:4]2[N:3]=[C:2]([C:21]3[CH:22]=[CH:23][S:19][CH:20]=3)[C:11]3[C:6]([CH:5]=2)=[CH:7][CH:8]=[CH:9][CH:10]=3)[CH:17]=1. Reported procedure: Similar procedure as described in example 131 was used, starting from (1-chloro-isoquinolin-3-yl)-(5-methyl-1H-pyrazol-3-yl)-amine and thiophene-3-boronic acid to give (5-methyl-1H-pyrazol-3-yl)-(1-thiophen-3-yl-isoquinolin-3-yl)-amine. LC-MS m/e 307(MH+). The product is CC1=CC(=NN1)NC=1N=C(C2=CC=CC=C2C1)C1=CSC=C1 ((5-methyl-1H-pyrazol-3-yl)-(1-thiophen-3-yl-isoquinolin-3-yl)-amine). The reactants are ClC1=NC(=CC2=CC=CC=C12)NC1=NNC(=C1)C ((1-chloro-isoquinolin-3-yl)-(5-methyl-1H-pyrazol-3-yl)-amine), S1C=C(C=C1)B(O)O (thiophene-3-boronic acid). Starting materials: BrC1=C2N=CNC2=NC=N1 (6-bromo-9H-purine), NC(C)C1=CC(=C2C=CC=NC2=C1N1C[C@H](CCC1)O)Cl ((3S)-1-[7-(1-aminoethyl)-5-chloroquinolin-8-yl]piperidin-3-ol), C(C)(C)N(C(C)C)CC (N,N-diisopropylethylamine). Run in C(C)O (ethanol). Yields the product ClC1=C2C=CC=NC2=C(C(=C1)C(C)NC1=C2N=CNC2=NC=N1)N1C[C@H](CCC1)O ((3S)-1-{5-Chloro-7-[1-(9H-purin-6-ylamino)ethyl]quinolin-8-yl}piperidin-3-ol). Reaction SMILES: Br[C:2]1[N:10]=[CH:9][N:8]=[C:7]2[C:3]=1[N:4]=[CH:5][NH:6]2.[NH2:11][CH:12]([C:14]1[C:23]([N:24]2[CH2:29][CH2:28][CH2:27][C@H:26]([OH:30])[CH2:25]2)=[C:22]2[C:17]([CH:18]=[CH:19][CH:20]=[N:21]2)=[C:16]([Cl:31])[CH:15]=1)[CH3:13].C(N(CC)C(C)C)(C)C>C(O)C>[Cl:31][C:16]1[CH:15]=[C:14]([CH:12]([NH:11][C:2]2[N:10]=[CH:9][N:8]=[C:7]3[C:3]=2[N:4]=[CH:5][NH:6]3)[CH3:13])[C:23]([N:24]2[CH2:29][CH2:28][CH2:27][C@H:26]([OH:30])[CH2:25]2)=[C:22]2[C:17]=1[CH:18]=[CH:19][CH:20]=[N:21]2. Procedure: A mixture of 6-bromo-9H-purine (0.0234 g, 0.118 mmol), (3S)-1-[7-(1-aminoethyl)-5-chloroquinolin-8-yl]piperidin-3-ol (0.018 g, 0.059 mmol), and N,N-diisopropylethylamine (0.0205 mL, 0.118 mmol) in ethanol (0.2 mL) was heated at reflux under nitrogen overnight. The mixture was evaporated and the resulting residue was purified on a RP-HPLC (XBridge C18 column, eluting with a gradient of acetonitrile in water with 0.2% ammonium hydroxide, at a flow rate of 30 mL/min) to give the products. First pea... The reactants are [Al+3], C1CCOC1, CC(C)Cc1ccc(C(=O)O)cc1, [H-], [H-], [H-], [H-], [Li+]. Product: CC(C)Cc1ccc(CO)cc1. RXN SMILES: [Al+3:2].[CH2:20]1[O:21][CH2:22][CH2:23][CH2:24]1.[CH2:7]([CH:8]([CH3:9])[CH3:10])[c:11]1[cH:12][cH:13][c:14]([C:15](=[O:16])[OH:17])[cH:18][cH:19]1.[H-:1].[H-:4].[H-:5].[H-:6].[Li+:3]>>[CH2:7]([CH:8]([CH3:9])[CH3:10])[c:11]1[cH:12][cH:13][c:14]([CH2:15][OH:16])[cH:18][cH:19]1. Reactants: BrC1=CC=C(C=C1)C1=C(C(=NO1)C)NC(CCC1=CC(=CC=C1)Cl)C ([5-(4-bromo-phenyl)-3-methyl-isoxazol-4-yl]-[3-(3-chloro-phenyl)-1-methyl-propyl]-amine), C(C)OC(=O)C1(CC1)C1=CC=C(C=C1)B1OC(C(O1)(C)C)(C)C (1-[4-(4,4,5,5-tetramethyl-[1,3,2]dioxaborolan-2-yl)-phenyl]-cyclopropanecarboxylic acid ethyl ester). Product: C(C)OC(=O)C1(CC1)C1=CC=C(C=C1)C1=CC=C(C=C1)C1=C(C(=NO1)C)NC(CCC1=CC(=CC=C1)Cl)C (1-(4′-{4-[3-(3-Chloro-phenyl)-1-methyl-propylamino]-3-methyl-isoxazol-5-yl}-biphenyl-4-yl)-cyclopropanecarboxylic acid ethyl ester). RXN SMILES: Br[C:2]1[CH:7]=[CH:6][C:5]([C:8]2[O:12][N:11]=[C:10]([CH3:13])[C:9]=2[NH:14][CH:15]([CH3:25])[CH2:16][CH2:17][C:18]2[CH:23]=[CH:22][CH:21]=[C:20]([Cl:24])[CH:19]=2)=[CH:4][CH:3]=1.[CH2:26]([O:28][C:29]([C:31]1([C:34]2[CH:39]=[CH:38][C:37](B3OC(C)(C)C(C)(C)O3)=[CH:36][CH:35]=2)[CH2:33][CH2:32]1)=[O:30])[CH3:27]>>[CH2:26]([O:28][C:29]([C:31]1([C:34]2[CH:39]=[CH:38][C:37]([C:2]3[CH:7]=[CH:6][C:5]([C:8]4[O:12][N:11]=[C:10]([CH3:13])[C:9]=4[NH:14][CH:15]([CH3:25])[CH2:16][CH2:17][C:18]4[CH:23]=[CH:22][CH:21]=[C:20]([Cl:24])[CH:19]=4)=[CH:4][CH:3]=3)=[CH:36][CH:35]=2)[CH2:32][CH2:33]1)=[O:30])[CH3:27]. Procedure details: Prepared according to the procedure described in Example 1, Step 7, using [5-(4-bromo-phenyl)-3-methyl-isoxazol-4-yl]-[3-(3-chloro-phenyl)-1-methyl-propyl]-amine (Enantiomer A) and 1-[4-(4,4,5,5-tetramethyl-[1,3,2]dioxaborolan-2-yl)-phenyl]-cyclopropanecarboxylic acid ethyl ester.